This data is from the Open Reaction Database (ORD), a public repository of structured organic reaction records. The task is: describe an organic reaction: reactants, conditions, products, and yield Reactants: O (Water), ClC(COC(NC=1N(N=C(C1)C(C)(C)C)C1=CC=C(C=C1)C#N)=O)(Cl)Cl ([5-tert-Butyl-2-(4-cyano-phenyl)-2H-pyrazol-3-yl]-carbamic acid 2,2,2-trichloro-ethyl ester), C(C)(C)C1=NN=C2N1C=C(C=C2)O[C@H]2CC[C@@H](C1=CC=CC=C21)N ((1S,4S)-4-(3-Isopropyl-[1,2,4]triazolo[4,3-a]pyridin-6-yloxy)-1,2,3,4-tetrahydro-naphthalen-1-ylamine), CCN(C(C)C)C(C)C (DIPEA). Solvent: O1CCOCC1.CN(C)C=O (dioxane DMF), CO (MeOH), C(Cl)Cl (DCM). Product: C(C)(C)(C)C=1C=C(N(N1)C1=CC=C(C=C1)C#N)NC(=O)N[C@H]1CC[C@@H](C2=CC=CC=C12)OC=1C=CC=2N(C1)C(=NN2)C(C)C (1-[5-tert-Butyl-2-(4-cyano-phenyl)-2H-pyrazol-3-yl]-3-[(1S,4S)-4-(3-isopropyl-[1,2,4]triazolo[4,3-a]pyridin-6-yloxy)-1,2,3,4-tetrahydro-naphthalen-1-yl]-urea). RXN SMILES: ClC(Cl)(Cl)CO[C:5](=[O:24])[NH:6][C:7]1[N:8]([C:16]2[CH:21]=[CH:20][C:19]([C:22]#[N:23])=[CH:18][CH:17]=2)[N:9]=[C:10]([C:12]([CH3:15])([CH3:14])[CH3:13])[CH:11]=1.[CH:27]([C:30]1[N:34]2[CH:35]=[C:36]([O:39][C@@H:40]3[C:49]4[C:44](=[CH:45][CH:46]=[CH:47][CH:48]=4)[C@@H:43]([NH2:50])[CH2:42][CH2:41]3)[CH:37]=[CH:38][C:33]2=[N:32][N:31]=1)([CH3:29])[CH3:28].CCN(C(C)C)C(C)C.O>O1CCOCC1.CN(C=O)C.C(Cl)Cl.CO>[C:12]([C:10]1[CH:11]=[C:7]([NH:6][C:5]([NH:50][C@@H:43]2[C:44]3[C:49](=[CH:48][CH:47]=[CH:46][CH:45]=3)[C@@H:40]([O:39][C:36]3[CH:37]=[CH:38][C:33]4[N:34]([C:30]([CH:27]([CH3:29])[CH3:28])=[N:31][N:32]=4)[CH:35]=3)[CH2:41][CH2:42]2)=[O:24])[N:8]([C:16]2[CH:21]=[CH:20][C:19]([C:22]#[N:23])=[CH:18][CH:17]=2)[N:9]=1)([CH3:14])([CH3:13])[CH3:15] |f:4.5|. Procedure details: A solution of Intermediate 14b (61.6 mg, 0.148 mmol), Intermediate 5c (43.4 mg, 0.135 mmol), and DIPEA (0.029 mL, 0.169 mmol) in dioxane-DMF (3:1, 2.0 mL) was stirred at 60° C. for 18 h. Water (3 mL) was added, then the mixture extracted with DCM-MeOH (9:1, 2×3 mL). The combined organics were passed through a hydrophobic frit and concentrated in vacuo to leave an orange oil. FCC, using 2-8% MeOH in DCM, gave the title compound as a white solid after freeze-drying (35.0 mg, 44%). LCMS (Method 5):... The reactants are O=C([O-])[O-], C[Si](C)(C)CCOCn1ccc2c(NC(=O)c3ccc4c(c3)SCCC4NC(=O)OCc3ccccc3)ccnc21, Cl, [K+], [K+], C1COCCO1, O. Yields the product O=C(NC1CCSc2cc(C(=O)Nc3ccnc4c3ccn4CO)ccc21)OCc1ccccc1. RXN SMILES: [C:49](=[O:50])([O-:51])[O-:52].[CH2:1]([c:2]1[cH:3][cH:4][cH:5][cH:6][cH:7]1)[O:8][C:9](=[O:10])[NH:11][CH:12]1[CH2:13][CH2:14][S:15][c:16]2[cH:17][c:18]([C:22](=[O:23])[NH:24][c:25]3[c:26]4[c:27]([n:28][cH:29][cH:30]3)[n:31]([CH2:34][O:35][CH2:36][CH2:37][Si:38]([CH3:39])([CH3:40])[CH3:41])[cH:32][cH:33]4)[cH:19][cH:20][c:21]21.[ClH:48].[K+:53].[K+:54].[O:42]1[CH2:43][CH2:44][O:45][CH2:46][CH2:47]1.[OH2:55]>>[CH2:1]([c:2]1[cH:3][cH:4][cH:5][cH:6][cH:7]1)[O:8][C:9](=[O:10])[NH:11][CH:12]1[CH2:13][CH2:14][S:15][c:16]2[cH:17][c:18]([C:22](=[O:23])[NH:24][c:25]3[c:26]4[c:27]([n:28][cH:29][cH:30]3)[n:31]([CH2:34][OH:35])[cH:32][cH:33]4)[cH:19][cH:20][c:21]21. The reactants are N1=C(C=CC=C1)C1=CC2=C(C(NS2(=O)=O)=O)C=C1 (6-(2-pyridinyl)-1,2-benzisothiazolin-3-one 1,1-dioxide), P(Cl)(Cl)(Cl)(Cl)Cl (phosphorus pentachloride). Solvent: COCCOCCOC (diglyme). Run at temperature 150 celsius. Product: ClC1=NS(C2=C1C=CC(=C2)C2=NC=CC=C2)(=O)=O (3-chloro-6-(2-pyridinyl)-1,2-benzisothiazole-1,1-dioxide). Reaction SMILES: [N:1]1[CH:6]=[CH:5][CH:4]=[CH:3][C:2]=1[C:7]1[CH:18]=[CH:17][C:10]2[C:11](=O)[NH:12][S:13](=[O:15])(=[O:14])[C:9]=2[CH:8]=1.P(Cl)(Cl)(Cl)(Cl)[Cl:20]>COCCOCCOC>[Cl:20][C:11]1[C:10]2[CH:17]=[CH:18][C:7]([C:2]3[CH:3]=[CH:4][CH:5]=[CH:6][N:1]=3)=[CH:8][C:9]=2[S:13](=[O:15])(=[O:14])[N:12]=1. Reported procedure: A mixture of 6-(2-pyridinyl)-1,2-benzisothiazolin-3-one 1,1-dioxide (0.390 g, 1.57 mmol) and phosphorus pentachloride (0.397 g, 1.91 mmol) in diglyme (3.75 ml) was heated to 150° C. in an oil bath to give 3-chloro-6-(2-pyridinyl)-1,2-benzisothiazole-1,1-dioxide. After allowing the temperature to fall to 90° C., acetonitrile (15 ml) was added and then 4-(5-bromo-3-methyl-2-pyridinyl)butylamine (0.503 g, 2.07 mmol) neat in one portion. Heating at 90°-95° C. was continued for three hours during whi... Reactants: CC(C)=O, Nc1nc(Cl)cc(Cl)n1, [Na+], [OH-], O=C(O)c1cccc2cc(O)ccc12. Yields the product Nc1nc(Cl)cc(Oc2ccc3c(C(=O)O)cccc3c2)n1. RXN SMILES: [CH3:24][C:25](=[O:26])[CH3:27].[NH2:1][c:2]1[n:3][c:4]([Cl:9])[cH:5][c:6]([Cl:8])[n:7]1.[Na+:29].[OH-:28].[OH:10][c:11]1[cH:12][c:13]2[cH:14][cH:15][cH:16][c:17]([C:21](=[O:22])[OH:23])[c:18]2[cH:19][cH:20]1>>[NH2:1][c:2]1[n:3][c:4]([Cl:9])[cH:5][c:6]([O:10][c:11]2[cH:12][c:13]3[cH:14][cH:15][cH:16][c:17]([C:21](=[O:22])[OH:23])[c:18]3[cH:19][cH:20]2)[n:7]1. The reactants are OC(C(=O)O)C=1C=C2CCC=3C(=NOC3C3=NOC(=C3C(F)(F)F)C3=CC=CC=C3)C2=CC1 (2-hydroxy-2-(3-(5-phenyl-4-(trifluoromethyl)isoxazol-3-yl)-4,5-dihydronaphtho[1,2-c]isoxazol-7-yl)acetic acid), C[Si](C)(C)C=[N+]=[N-] ((trimethylsilyl)diazomethane), CC(=O)O (AcOH). Run in ClCCl (dichloromethane), CO (MeOH). Yields the product OC(C(=O)OC)C=1C=C2CCC=3C(=NOC3C3=NOC(=C3C(F)(F)F)C3=CC=CC=C3)C2=CC1 (methyl 2-hydroxy-2-(3-(5-phenyl-4-(trifluoromethyl)isoxazol-3-yl)-4,5-dihydronaphtho[1,2-c]isoxazol-7-yl)acetate). Isolated yield 97.8%. Reaction SMILES: [OH:1][CH:2]([C:6]1[CH:7]=[C:8]2[C:31](=[CH:32][CH:33]=1)[C:12]1=[N:13][O:14][C:15]([C:16]3[C:20]([C:21]([F:24])([F:23])[F:22])=[C:19]([C:25]4[CH:30]=[CH:29][CH:28]=[CH:27][CH:26]=4)[O:18][N:17]=3)=[C:11]1[CH2:10][CH2:9]2)[C:3]([OH:5])=[O:4].[CH3:34][Si](C=[N+]=[N-])(C)C.CC(O)=O>ClCCl.CO>[OH:1][CH:2]([C:6]1[CH:7]=[C:8]2[C:31](=[CH:32][CH:33]=1)[C:12]1=[N:13][O:14][C:15]([C:16]3[C:20]([C:21]([F:22])([F:23])[F:24])=[C:19]([C:25]4[CH:26]=[CH:27][CH:28]=[CH:29][CH:30]=4)[O:18][N:17]=3)=[C:11]1[CH2:10][CH2:9]2)[C:3]([O:5][CH3:34])=[O:4]. Procedure details: To a stirred solution of 2-hydroxy-2-(3-(5-phenyl-4-(trifluoromethyl)isoxazol-3-yl)-4,5-dihydronaphtho[1,2-c]isoxazol-7-yl)acetic acid (Preparation 131B isomer 1, 230 mg, 0.50 mmol) in dichloromethane (5 mL) and MeOH (5 mL) was added (trimethylsilyl)diazomethane (0.42 mL, 0.84 mmol) dropwise at 0° C. The excess reagent was quenched by the slow addition of glacial AcOH (0.02 mL, 0.34 mmol) at 0° C. and the solution was concentrated. The resulting residue was mixed with ethyl acetate (30 mL). The ... Procedure: The title compound was prepared by a similar procedure to that described in Example 23, starting from 4-[5-(4-chloromethylphenyl)[1,2,4]oxadiazol-3-ylmethyl]-1-cyclopentylpiperidine and dimethylamine. HPLC: Rt=4.43 min. The reactants are ClCC1=CC=C(C=C1)C1=NC(=NO1)CC1CCN(CC1)C1CCCC1 (4-[5-(4-chloromethylphenyl)[1,2,4]oxadiazol-3-ylmethyl]-1-cyclopentylpiperidine), CNC (dimethylamine). Yields the product Cl.Cl.C1(CCCC1)N1CCC(CC1)CC1=NOC(=N1)C1=CC=C(CN(C)C)C=C1 (N-{4-[3-((1-Cyclopentylpiperidin-4-yl)methyl)[1,2,4]oxadiazol-5-yl]benzyl}-N,N-dimethylamine, dihydrochloride). Reaction SMILES: [Cl:1][CH2:2][C:3]1[CH:8]=[CH:7][C:6]([C:9]2[O:13][N:12]=[C:11]([CH2:14][CH:15]3[CH2:20][CH2:19][N:18]([CH:21]4[CH2:25][CH2:24][CH2:23][CH2:22]4)[CH2:17][CH2:16]3)[N:10]=2)=[CH:5][CH:4]=1.[CH3:26][NH:27][CH3:28]>>[ClH:1].[ClH:1].[CH:21]1([N:18]2[CH2:19][CH2:20][CH:15]([CH2:14][C:11]3[N:10]=[C:9]([C:6]4[CH:7]=[CH:8][C:3]([CH2:2][N:27]([CH3:28])[CH3:26])=[CH:4][CH:5]=4)[O:13][N:12]=3)[CH2:16][CH2:17]2)[CH2:25][CH2:24][CH2:23][CH2:22]1 |f:2.3.4|. Starting materials: Br, Nc1nc2c(Cl)nc3ccccc3c2n1Cc1ccccc1, CO, N. The product is Nc1nc2ccccc2c2c1nc(N)n2Cc1ccccc1. Reaction SMILES: [BrH:1].[CH2:2]([c:3]1[cH:4][cH:5][cH:6][cH:7][cH:8]1)[n:9]1[c:10]([NH2:23])[n:11][c:12]2[c:13]([Cl:22])[n:14][c:15]3[cH:16][cH:17][cH:18][cH:19][c:20]3[c:21]12.[CH3:25][OH:26].[NH3:24]>>[CH2:2]([c:3]1[cH:4][cH:5][cH:6][cH:7][cH:8]1)[n:9]1[c:10]([NH2:23])[n:11][c:12]2[c:13]([NH2:24])[n:14][c:15]3[cH:16][cH:17][cH:18][cH:19][c:20]3[c:21]12.